Dataset: the Open Reaction Database (ORD), a public repository of structured organic reaction records. Task: describe an organic reaction: reactants, conditions, products, and yield Reactants: CS(=O)(=O)NC1=CC=C(C(=O)Cl)C=C1 (4-[(methylsulfonyl)amino]benzoyl chloride), CN(CCN)C (N,N-dimethylethylenediamine). Run in C1CCOC1 (THF), C1CCOC1 (THF). Product: CN(CCNC(C1=CC=C(C=C1)NS(=O)(=O)C)=O)C (N-[2-(Dimethylamino)ethyl]-4-[(methylsulfonyl)amino]benzamide). As a reaction SMILES: [CH3:1][S:2]([NH:5][C:6]1[CH:14]=[CH:13][C:9]([C:10](Cl)=[O:11])=[CH:8][CH:7]=1)(=[O:4])=[O:3].[CH3:15][N:16]([CH3:20])[CH2:17][CH2:18][NH2:19]>C1COCC1>[CH3:15][N:16]([CH3:20])[CH2:17][CH2:18][NH:19][C:10](=[O:11])[C:9]1[CH:13]=[CH:14][C:6]([NH:5][S:2]([CH3:1])(=[O:4])=[O:3])=[CH:7][CH:8]=1. Procedure details: In a three-neck flask equipped with mechanical stirrer, cooled in ice bath under nitrogen atmosphere, place a solution of 4.67 g (0.02 mole) of 4-[(methylsulfonyl)amino]benzoyl chloride in 30 ml of anhydrous THF. Add dropwise a solution of 1.77 g (0.02 mole) of N,N-dimethylethylenediamine in 10 ml of anhydrous THF; white solid precipitate forms immediately. Stir the mixture at ice temperature for one-half hour and at room temperature for one-half hour. Collect the solid by filtration, wash with ... Starting materials: ClCCCl, COc1cc(C=C(CCCCl)C(=O)O)ccc1-n1cnc(C)c1, O=C(O)C(F)(F)F, CN(C)C=O, NCc1ccc(N2CCOCC2)nc1, O, On1nnc2ccccc21. Product: COc1cc(C=C(CCCCl)C(=O)NCc2ccc(N3CCOCC3)nc2)ccc1-n1cnc(C)c1. As a reaction SMILES: [CH2:61]([Cl:62])[CH2:63][Cl:64].[Cl:13][CH2:14][CH2:15][CH2:16][C:17]([C:18](=[O:19])[OH:20])=[CH:21][c:22]1[cH:23][c:24]([O:34][CH3:35])[c:25](-[n:28]2[cH:29][n:30][c:31]([CH3:33])[cH:32]2)[cH:26][cH:27]1.[F:6][C:7]([F:8])([F:9])[C:10]([OH:11])=[O:12].[O:1]=[CH:2][N:3]([CH3:4])[CH3:5].[O:36]1[CH2:37][CH2:38][N:39]([c:42]2[cH:43][cH:44][c:45]([CH2:48][NH2:49])[cH:46][n:47]2)[CH2:40][CH2:41]1.[OH2:60].[OH:50][n:51]1[c:52]2[c:53]([cH:54][cH:55][cH:56][cH:57]2)[n:58][n:59]1>>[Cl:13][CH2:14][CH2:15][CH2:16][C:17]([C:18](=[O:20])[NH:49][CH2:48][c:45]1[cH:44][cH:43][c:42]([N:39]2[CH2:38][CH2:37][O:36][CH2:41][CH2:40]2)[n:47][cH:46]1)=[CH:21][c:22]1[cH:23][c:24]([O:34][CH3:35])[c:25](-[n:28]2[cH:29][n:30][c:31]([CH3:33])[cH:32]2)[cH:26][cH:27]1.